This data is from the Open Reaction Database (ORD), a public repository of structured organic reaction records. The task is: describe an organic reaction: reactants, conditions, products, and yield Starting materials: [Li+].C[Si](C)(C)[N-][Si](C)(C)C (LiHMDS), COC(C=1N=COC1C1=CC=C(C=C1)C(F)(F)F)OC (4-(dimethoxymethyl)-5-(4-(trifluoromethyl)phenyl)oxazole), ClC(C(Cl)(Cl)Cl)(Cl)Cl (hexachloroethane). Procedure details: LiHMDS (1.0 M in THF, 5.4 mL, 5.4 mmol) was added slowly to a solution of Example 52C (1.42 g, 4.94 mmol) in THF (20 mL) at −78° C. After 30 min solid hexachloroethane (1.29 g, 5.44 mmol) was added in one portion, and the reaction mixture was allowed to proceed for 5.5 hr with gradual warming to 5° C. The reaction was quenched with saturated aq NH4Cl solution (10 mL), and the mixture was partitioned between H2O and Et2O. The aqueous phase was extracted once with Et2O, and the combined organic ex... Reaction conditions: temperature 5 celsius, time 5.5 hour. Solvent: C1CCOC1 (THF). Product: ClC=1OC(=C(N1)C(OC)OC)C1=CC=C(C=C1)C(F)(F)F (2-chloro-4-(dimethoxymethyl)-5-(4-(trifluoromethyl)phenyl)oxazole). Reaction SMILES: [Li+].C[Si]([N-][Si](C)(C)C)(C)C.[CH3:11][O:12][CH:13]([O:29][CH3:30])[C:14]1[N:15]=[CH:16][O:17][C:18]=1[C:19]1[CH:24]=[CH:23][C:22]([C:25]([F:28])([F:27])[F:26])=[CH:21][CH:20]=1.[Cl:31]C(Cl)(Cl)C(Cl)(Cl)Cl>C1COCC1>[Cl:31][C:16]1[O:17][C:18]([C:19]2[CH:20]=[CH:21][C:22]([C:25]([F:28])([F:27])[F:26])=[CH:23][CH:24]=2)=[C:14]([CH:13]([O:12][CH3:11])[O:29][CH3:30])[N:15]=1 |f:0.1|. RXN SMILES: [N:1]1[CH:6]=[CH:5][CH:4]=[C:3]2[C:7]([O:9][C:10](=[O:11])[C:2]=12)=[O:8].[Al+3].[Cl-].[Cl-].[Cl-].[F:16][C:17]1[CH:22]=[CH:21][CH:20]=[CH:19][CH:18]=1>>[F:16][C:17]1[CH:22]=[CH:21][C:20]([C:7]([C:3]2[C:2]([C:10]([OH:9])=[O:11])=[N:1][CH:6]=[CH:5][CH:4]=2)=[O:8])=[CH:19][CH:18]=1 |f:1.2.3.4|. Procedure: A mixture of 2,3-pyridinedicarboxylic anhydride (9.0 g, 60.36 mmol) in 75 mL of fluorobenzene is warmed and stirred mechanically while AlCl3 (17.7 g, 0.132 mol) is added portionwise from a powder addition funnel over 20 m. The resulting mixture is heated to reflux for 24 hours, then allowed to cool and the excess fluorobenzene decanted. Quenching of the residue with ice water and 5% aqueous HCl generates a solid which is filtered and washed with hot H2O. The combined filtrates are evaporated to ... The product is FC1=CC=C(C(=O)C=2C(=NC=CC2)C(=O)O)C=C1 (3-(4-fluorobenzoyl)pyridine-2-carboxylic acid). Reactants: N1=C2C(=CC=C1)C(=O)OC2=O (2,3-pyridinedicarboxylic anhydride), FC1=CC=CC=C1 (fluorobenzene), [Al+3].[Cl-].[Cl-].[Cl-] (AlCl3). Reactants: BrC(C(=O)O)C (2-bromopropionic acid), C[O-].[Na+] (sodium methylate), CS(=O)(=N)C (dimethyl sulphoximine), ClC1=C(OC=2C=CC(=C(C(=O)O)C2)[N+](=O)[O-])C=CC(=C1)C(F)(F)F (5-(o-chloro-p-trifluoromethyl-phenoxy)-2-nitrobenzoic acid). Solvent: COCCOC (1,2-dimethoxyethane). Yields the product ClC1=C(OC=2C=CC(=C(C(=O)OC(C(=O)N=S(=O)(C)C)C)C2)[N+](=O)[O-])C=CC(=C1)C(F)(F)F (N-{2-[5-(o-chloro-p-trifluoromethyl-phenoxy)-2-nitrobenzoyloxy]-propionyl}-S,S-dimethyl-sulphoximine). Reaction SMILES: Br[CH:2]([CH3:6])[C:3](O)=[O:4].[CH3:7][S:8]([CH3:11])(=[NH:10])=[O:9].[Cl:12][C:13]1[CH:31]=[C:30]([C:32]([F:35])([F:34])[F:33])[CH:29]=[CH:28][C:14]=1[O:15][C:16]1[CH:17]=[CH:18][C:19]([N+:25]([O-:27])=[O:26])=[C:20]([CH:24]=1)[C:21]([OH:23])=[O:22].C[O-].[Na+]>COCCOC>[Cl:12][C:13]1[CH:31]=[C:30]([C:32]([F:33])([F:34])[F:35])[CH:29]=[CH:28][C:14]=1[O:15][C:16]1[CH:17]=[CH:18][C:19]([N+:25]([O-:27])=[O:26])=[C:20]([CH:24]=1)[C:21]([O:23][CH:2]([CH3:6])[C:3]([N:10]=[S:8]([CH3:11])([CH3:7])=[O:9])=[O:4])=[O:22] |f:3.4|. Procedure details: from 2-bromopropionic acid, dimethyl sulphoximine and 5-(o-chloro-p-trifluoromethyl-phenoxy)-2-nitrobenzoic acid using sodium methylate as the base and 1,2-dimethoxyethane as the solvent there is obtained N-{2-[5-(o-chloro-p-trifluoromethyl-phenoxy)-2-nitrobenzoyloxy]-propionyl}-S,S-dimethyl-sulphoximine as a yellow resin; 1H-NMR (CDCl3): 8.20-6.90 (m,6H), 5.28 (q,1H), 3.37 (s,6H), 1.62 (d,3H); The reactants are [Cl-].C(C)(C)(C)OC(C[Zn+])=O ((2-tert-butoxy-2-oxoethyl)zinc (II) chloride), BrC=1C=C2/C(/C3=C(C(=NC(=C3)Cl)F)OC2=CC1)=N/S(=O)C(C)(C)C ((Z)—N-(7-bromo-3-chloro-1-fluoro-5H-chromeno[2,3-c]pyridin-5-ylidene)-2-methylpropane-2-sulfinamide). The solvent is CCOC(=O)C (EtOAc), C1CCOC1 (THF). Conditions: temperature 0 celsius, time 1 hour. Yields the product BrC=1C=C2C(C3=C(C(=NC(=C3)Cl)F)OC2=CC1)(NS(=O)C(C)(C)C)CC(=O)OC(C)(C)C (tert-butyl 2-(7-bromo-3-chloro-5-(1,1-dimethylethylsulfinamido)-1-fluoro-5H-chromeno[2,3-c]pyridin-5-yl)acetate). Isolated yield 59.1%. RXN SMILES: [Cl-].[C:2]([O:6][C:7](=[O:10])[CH2:8][Zn+])([CH3:5])([CH3:4])[CH3:3].[Br:11][C:12]1[CH:13]=[C:14]2[C:25](=[CH:26][CH:27]=1)[O:24][C:17]1[C:18]([F:23])=[N:19][C:20]([Cl:22])=[CH:21][C:16]=1/[C:15]/2=[N:28]\[S:29]([C:31]([CH3:34])([CH3:33])[CH3:32])=[O:30]>C1COCC1.CCOC(C)=O>[Br:11][C:12]1[CH:13]=[C:14]2[C:25](=[CH:26][CH:27]=1)[O:24][C:17]1[C:18]([F:23])=[N:19][C:20]([Cl:22])=[CH:21][C:16]=1[C:15]2([CH2:8][C:7]([O:6][C:2]([CH3:5])([CH3:4])[CH3:3])=[O:10])[NH:28][S:29]([C:31]([CH3:34])([CH3:33])[CH3:32])=[O:30] |f:0.1|. Procedure details: A solution of (2-tert-butoxy-2-oxoethyl)zinc (II) chloride (0.5M in Et2O; 116 mL, 57.9 mmol) was cooled to 0° C. and a solution of (Z)—N-(7-bromo-3-chloro-1-fluoro-5H-chromeno[2,3-c]pyridin-5-ylidene)-2-methylpropane-2-sulfinamide (10 g, 23.16 mmol) in THF (100 mL) was added drop wise. The resulting mixture was stirred at for 1 hour 0° C. The reaction mixture was diluted with EtOAc and washed with aqueous saturated solution of NH4Cl, followed by brine. The organic layer was dried over Na2SO4, an... The reactants are C([O-])(O)=O.[Na+] (sodium bicarbonate), O=P12OP3(=O)OP(=O)(O1)OP(=O)(O2)O3 (phosphorus pentoxide), 240.g, CS(=O)(=O)O (methanesulfonic acid), 24, C1(=CC=CC=C1)C(=CCCC#N)C1=CC=CC=C1 (5,5-diphenyl-4-pentenenitrile), ice. The solvent is C(C)(=O)OCC (ethyl acetate). The product is C1(=CC=CC=C1)C1(CCCC(N1)=O)C1=CC=CC=C1 (6,6-diphenyl-2-piperidinone). Isolated yield 66.0%. RXN SMILES: O=P12OP3(OP(OP(O3)(O1)=O)(=O)O2)=O.CS(O)(=O)=O.[C:20]1([C:26]([C:32]2[CH:37]=[CH:36][CH:35]=[CH:34][CH:33]=2)=[CH:27][CH2:28][CH2:29][C:30]#[N:31])[CH:25]=[CH:24][CH:23]=[CH:22][CH:21]=1.C(=O)(O)[O-:39].[Na+]>C(OCC)(=O)C>[C:32]1([C:26]2([C:20]3[CH:21]=[CH:22][CH:23]=[CH:24][CH:25]=3)[NH:31][C:30](=[O:39])[CH2:29][CH2:28][CH2:27]2)[CH:33]=[CH:34][CH:35]=[CH:36][CH:37]=1 |f:3.4|. Reported procedure: A stirred mixture of 24. g (0.17 tool) of granular phosphorus pentoxide and 240.g (2.5 mol) of 98% methanesulfonic acid was maintained at 110 ° C. until all the solid dissolved (1 hour) . To this solution was added in portions over several minutes 12 g (0.05 mol) of 5,5-diphenyl-4-pentenenitrile. The resulting dark mixture was heated for 5 minutes longer and then carefully added to an ice-cooled vigorously stirred mixture of 1 liter of saturated aqueous sodium bicarbonate and 1 liter of ethyl ac... Starting materials: IC[Si](CCC1=C2C(=NC=3C4=CC5=C(C(N4CC13)=O)COC([C@]5(O)CC)=O)C=CC=C2)(C)C (11-(4S)-[2-(iodomethyldimethylsilanyl)-ethyl]-4-ethyl-4-hydroxy-1,12-dihydro-4H-2-oxa-6,12a-diaza-dibenzo[b,h]fluorene-3,13-dione), C(=O)([O-])[O-].[K+].[K+] (K2CO3), CC(C)(C)O (t-BuOH), N1CCCC1 (pyrrolidine). Run in O (water). Run at temperature 70 celsius, time 2 hour. Product: C[Si](CCC1=C2C(=NC=3C4=CC5=C(C(N4CC13)=O)COC([C@]5(O)CC)=O)C=CC=C2)(CN2CCCC2)C ((4S)-11-[2-(dimethyl-pyrrolidin-1-ylmethyl-silanyl)-ethyl]-4-ethyl-4-hydroxy-1,12-dihydro-4H-2-oxa-6,12a-diaza-dibenzo[b,h]fluorene-3,13-dione). The yield is 83.0%. Reaction SMILES: I[CH2:2][Si:3]([CH3:33])([CH3:32])[CH2:4][CH2:5][C:6]1[C:18]2[CH2:17][N:16]3[C:11](=[CH:12][C:13]4[C@:23]([CH2:25][CH3:26])([OH:24])[C:22](=[O:27])[O:21][CH2:20][C:14]=4[C:15]3=[O:19])[C:10]=2[N:9]=[C:8]2[CH:28]=[CH:29][CH:30]=[CH:31][C:7]=12.C([O-])([O-])=O.[K+].[K+].CC(O)(C)C.[NH:45]1[CH2:49][CH2:48][CH2:47][CH2:46]1>O>[CH3:32][Si:3]([CH3:33])([CH2:2][N:45]1[CH2:49][CH2:48][CH2:47][CH2:46]1)[CH2:4][CH2:5][C:6]1[C:18]2[CH2:17][N:16]3[C:11](=[CH:12][C:13]4[C@:23]([CH2:25][CH3:26])([OH:24])[C:22](=[O:27])[O:21][CH2:20][C:14]=4[C:15]3=[O:19])[C:10]=2[N:9]=[C:8]2[CH:28]=[CH:29][CH:30]=[CH:31][C:7]=12 |f:1.2.3|. Procedure: A slurry of Compound 4 (60 mg) and K2CO3 (43 mg) in deionized water (1 mL) was stirred at room temperature for 30 min. To the resulting reaction mixture, t-BuOH (1 mL) and pyrrolidine (52 μL) were added and heated at 70° C. for 5 hours. The reaction mixture was then concentrated under reduced pressure and the residue was dissolved in acetic acid (10 mL) and stirred at room temperature for 2 hours. The acetic acid solution was concentrated again under vacuum. Finally, the residue was partitioned ...